This data is from the Open Reaction Database (ORD), a public repository of structured organic reaction records. The task is: describe an organic reaction: reactants, conditions, products, and yield Reactants: CCC1CC(=O)c2cc(CC(=O)O)ccc2C1, CC(=O)O, [O-][Cl+3]([O-])([O-])O, [H][H]. Product: CCC1CCc2cc(CC(=O)O)ccc2C1. RXN SMILES: [CH2:1]([CH3:2])[CH:3]1[CH2:4][c:5]2[cH:6][cH:7][c:8]([CH2:14][C:15](=[O:16])[OH:17])[cH:9][c:10]2[C:11](=[O:13])[CH2:12]1.[CH3:25][C:26](=[O:27])[OH:28].[Cl+3:20]([OH:21])([O-:22])([O-:23])[O-:24].[H:18][H:19]>>[CH2:1]([CH3:2])[CH:3]1[CH2:4][c:5]2[cH:6][cH:7][c:8]([CH2:14][C:15](=[O:16])[OH:17])[cH:9][c:10]2[CH2:11][CH2:12]1. The yield is 27.1%. Reported procedure: Sodium borohydride(151.2 mg, 4.0 mmol) was added to a solution of 4-(5-chloro-2-methoxyphenyl)-3-[[(1H-benzotriazol-1-yl)methyl]amino]-6-(trifluoromethyl)quinolin-2(1H)-one (1.0 g, 2.0 mmol) in absolute ethanol and heated to reflux for thirty minutes. The reaction was cooled, acidified with 10% citric acid, extracted with ethyl acetate, dried over magnesium sulfate, and concentrated. The resulting solid was then chromatographed on silica gel affording 4-(5-chloro-2-hydroxyphenyl)-3-(methylamino)... Reaction SMILES: [BH4-].[Na+].[Cl:3][C:4]1[CH:5]=[CH:6][C:7]([O:36]C)=[C:8]([C:10]2[C:19]3[C:14](=[CH:15][CH:16]=[C:17]([C:20]([F:23])([F:22])[F:21])[CH:18]=3)[NH:13][C:12](=[O:24])[C:11]=2[NH:25][CH2:26]N2C3C=CC=CC=3N=N2)[CH:9]=1.C(O)(=O)CC(CC(O)=O)(C(O)=O)O>C(O)C>[Cl:3][C:4]1[CH:5]=[CH:6][C:7]([OH:36])=[C:8]([C:10]2[C:19]3[C:14](=[CH:15][CH:16]=[C:17]([C:20]([F:23])([F:22])[F:21])[CH:18]=3)[NH:13][C:12](=[O:24])[C:11]=2[NH:25][CH3:26])[CH:9]=1 |f:0.1|. Reactants: [BH4-].[Na+] (Sodium borohydride), ClC=1C=CC(=C(C1)C1=C(C(NC2=CC=C(C=C12)C(F)(F)F)=O)NCN1N=NC2=C1C=CC=C2)OC (4-(5-chloro-2-methoxyphenyl)-3-[[(1H-benzotriazol-1-yl)methyl]amino]-6-(trifluoromethyl)quinolin-2(1H)-one), C(CC(O)(C(=O)O)CC(=O)O)(=O)O (citric acid). Solvent: C(C)O (ethanol). Product: ClC=1C=CC(=C(C1)C1=C(C(NC2=CC=C(C=C12)C(F)(F)F)=O)NC)O (4-(5-chloro-2-hydroxyphenyl)-3-(methylamino)-6-(trifluoromethyl)quinolin-2(1H)-one). Starting materials: CC(C)C1=C(C(=CC=C1)C(C)C)CC(=O)C=1C(=C(C(=CC1)C(C)C)OS(N)(=O)=O)C(C)C (Sulfamic acid[[2,6-bis(1-methylethyl)phenyl]-acetyl]-2,6-bis(1-methylethyl)phenyl ester), C(C)(C)C1=C(C(=CC=C1)C(C)C)CC(=O)O (2,6-diisopropylphenylacetic acid), C(CCC1=CC=CC=C1)(=O)O (hydrocinnamic acid). The product is O=C(CCC1=CC=CC=C1)C=1C(=C(C(=CC1)C(C)C)OS(N)(=O)=O)C(C)C (sulfamic acid (1-oxo-3-phenylpropyl)-2,6-bis(1-methylethyl)phenyl ester). RXN SMILES: CC(C1C=CC=C(C(C)C)C=1[CH2:13][C:14]([C:16]1[C:17]([CH:30]([CH3:32])[CH3:31])=[C:18]([O:25][S:26](=[O:29])(=[O:28])[NH2:27])[C:19]([CH:22]([CH3:24])[CH3:23])=[CH:20][CH:21]=1)=[O:15])C.[CH:33]([C:36]1[CH:41]=[CH:40][CH:39]=[C:38](C(C)C)[C:37]=1CC(O)=O)(C)C.C(O)(=O)CCC1C=CC=CC=1>>[O:15]=[C:14]([C:16]1[C:17]([CH:30]([CH3:32])[CH3:31])=[C:18]([O:25][S:26](=[O:28])(=[O:29])[NH2:27])[C:19]([CH:22]([CH3:23])[CH3:24])=[CH:20][CH:21]=1)[CH2:13][CH2:33][C:36]1[CH:41]=[CH:40][CH:39]=[CH:38][CH:37]=1. Procedure: This compound was prepared in the same manner as for the title compound of Example 1, except that 2,6-diisopropylphenylacetic acid was replaced with hydrocinnamic acid, mp 121°-124° C. Reactants: C1CSSC1CCCCC(=O)O (DL-lipoic acid), C(C)(C)N(CC)C(C)C (Diisopropylethylamine), CCN=C=NCCCN(C)C.Cl (EDC.HCl), ON1C(CCC1=O)=O (N-hydroxysuccinimide). Run in ClCCl (dichloromethane). Reaction conditions: time 10 minute. The product is C1CSS[C@@H]1CCCCC(=O)O (Lipoic Acid). RXN SMILES: C(N(C(C)C)CC)(C)C.CCN=C=NCCCN(C)C.Cl.ON1C(=O)CCC1=O.[CH2:30]1[CH:34]([CH2:35][CH2:36][CH2:37][CH2:38][C:39]([OH:41])=[O:40])[S:33][S:32][CH2:31]1>ClCCl>[CH2:30]1[C@@H:34]([CH2:35][CH2:36][CH2:37][CH2:38][C:39]([OH:41])=[O:40])[S:33][S:32][CH2:31]1 |f:1.2|. Procedure details: Diisopropylethylamine (DIPEA) (anhydrous, 4.3 ml, 24.2 mmol) was added to a solution of EDC.HCl (604 mg, 3.15 mmol) in dichloromethane (15 ml) and stirred for 10 minutes. N-hydroxysuccinimide (390 mg, 3.39 mmol) was added followed by DL-lipoic acid (500 mg, 2.43 mmol). The reaction mixture was stirred in an ice bath for half an hour and then slowly continued overnight under room temperature. The reaction mixture was washed with HCl (5% v/v, 25 ml×2) and water (50 ml×3). The organic layer was dri... Reactants: [H-].[Na+] (sodium hydride), BrCCCCN1C(C=2C(C1=O)=CC=CC2)=O (N-(4-bromobutyl)-phthalimide), [Cl-].[NH4+] (ammonium chloride), C(C)([O-])=N (acetimidate), ON=C(C)OCC (ethyl N-hydroxyacetimidate). Solvent: O1CCCC1 (tetrahydrofuran), C(C)(=O)OCC (ethyl acetate), C(Cl)(Cl)Cl (chloroform), CO (methanol). Product: C1(C=2C(C(N1CCCCON=C(C)OCC)=O)=CC=CC2)=O (ethyl N-[(4-phthalimidobutyl)oxy]acetimidate). The yield is 71.4%. Reaction SMILES: [H-].[Na+].[OH:3][N:4]=[C:5]([O:7][CH2:8][CH3:9])[CH3:6].Br[CH2:11][CH2:12][CH2:13][CH2:14][N:15]1[C:19](=[O:20])[C:18]2=[CH:21][CH:22]=[CH:23][CH:24]=[C:17]2[C:16]1=[O:25].C(=N)([O-])C.[Cl-].[NH4+]>O1CCCC1.CO.C(OCC)(=O)C.C(Cl)(Cl)Cl>[C:16]1(=[O:25])[N:15]([CH2:14][CH2:13][CH2:12][CH2:11][O:3][N:4]=[C:5]([O:7][CH2:8][CH3:9])[CH3:6])[C:19](=[O:20])[C:18]2=[CH:21][CH:22]=[CH:23][CH:24]=[C:17]12 |f:0.1,5.6|. Reported procedure: To a dried 100 mL 3-necked round-bottom flask equipped with an addition funnel and gas inlet was added sodium hydride (1.55 g, 39 mmol, 60% oil dispersion). The sodium hydride was washed three times with 10 mL portions of hexane and covered with 30 mL of dry tetrahydrofuran. The flask was placed over a magnetic stirrer, flushed with a slow stream of nitrogen, and stirred vigorously while ethyl N-hydroxyacetimidate (3.65 g, 35 mmol) (Aldrich Chemical Co., Milwaukee, Wis.) was added rapidly dropwi... The reactants are O=C([O-])[O-], CO, O=[N+]([O-])c1ccc(Oc2ccc(C(F)(F)F)cc2Cl)cc1[N+](=O)[O-], Cl, [K+], [K+], CCOC(=O)CCN, C1COCCO1, O. Product: CCOC(=O)CCNc1cc(Oc2ccc(C(F)(F)F)cc2Cl)ccc1[N+](=O)[O-]. As a reaction SMILES: [C:40](=[O:41])([O-:42])[O-:43].[CH3:46][OH:47].[Cl:10][c:11]1[c:12]([O:13][c:14]2[cH:15][c:16]([N+:23]([O-:24])=[O:25])[c:17]([N+:20](=[O:21])[O-:22])[cH:18][cH:19]2)[cH:26][cH:27][c:28]([C:30]([F:31])([F:32])[F:33])[cH:29]1.[ClH:1].[K+:44].[K+:45].[NH2:2][CH2:3][CH2:4][C:5](=[O:6])[O:7][CH2:8][CH3:9].[O:34]1[CH2:35][CH2:36][O:37][CH2:38][CH2:39]1.[OH2:48]>>[NH:2]([CH2:3][CH2:4][C:5](=[O:6])[O:7][CH2:8][CH3:9])[c:16]1[cH:15][c:14]([O:13][c:12]2[c:11]([Cl:10])[cH:29][c:28]([C:30]([F:31])([F:32])[F:33])[cH:27][cH:26]2)[cH:19][cH:18][c:17]1[N+:20](=[O:21])[O-:22]. Reactants: O1C(CCCC1)OC(=C)C (2-(Tetra-hydro-2-pyranyloxy)-propene), C(C=C)O (allyl alcohol), O1CCCC=C1 (dihydropyran), C1(=CC=C(C=C1)S(=O)(=O)O)C (p-toluenesulfonic acid). The product is O1C(CCCC1)OCC=O (2-(tetrahydro-2-pyranyloxy)-acetaldehyde). Reaction SMILES: [O:1]1[CH2:6][CH2:5][CH2:4][CH2:3][CH:2]1[O:7][C:8]([CH3:10])=C.C([OH:14])C=C.O1C=CCCC1.C1(C)C=CC(S(O)(=O)=O)=CC=1>>[O:1]1[CH2:6][CH2:5][CH2:4][CH2:3][CH:2]1[O:7][CH2:8][CH:10]=[O:14]. Procedure details: 2-(Tetrahydro-2-pyranyloxy)-propene (20 g, 0.14 mole) was dissolved in dichloro-methane (250 ml). Ozone was bubbled into the solution at -78° C. for about 3 hours until the solution turned blue. Warmed to room temperature and zinc powder (20 g) was added. Acetic acid (20 ml) and water (3 ml) were added slowly with cooling in ice bath. The reaction mixture was further stirred for 2 hours at room temperature and then extracted with dichloromethane. The extract was washed with sodium bicarbonate aq...